Dataset: the Open Reaction Database (ORD), a public repository of structured organic reaction records. Task: describe an organic reaction: reactants, conditions, products, and yield Reactants: C(#N)C1=CC(=C(C=C1F)C=1C=NN(C1O)C1=NC=C(C(=O)O)C=C1)C (6-(4-(4-cyano-5-fluoro-2-methylphenyl)-5-hydroxy-1H-pyrazol-1-yl)nicotinic acid), N1CCOCC1 (morpholine). Product: FC1=C(C#N)C=C(C(=C1)C=1C=NN(C1O)C1=NC=C(C=C1)C(=O)N1CCOCC1)C (2-fluoro-4-(5-hydroxy-1-(5-(morpholine-4-carbonyl)pyridin-2-yl)-1H-pyrazol-4-yl)-5-methylbenzonitrile). As a reaction SMILES: [C:1]([C:3]1[C:8]([F:9])=[CH:7][C:6]([C:10]2[CH:11]=[N:12][N:13]([C:16]3[CH:24]=[CH:23][C:19]([C:20]([OH:22])=O)=[CH:18][N:17]=3)[C:14]=2[OH:15])=[C:5]([CH3:25])[CH:4]=1)#[N:2].[NH:26]1[CH2:31][CH2:30][O:29][CH2:28][CH2:27]1>>[F:9][C:8]1[CH:7]=[C:6]([C:10]2[CH:11]=[N:12][N:13]([C:16]3[CH:24]=[CH:23][C:19]([C:20]([N:26]4[CH2:31][CH2:30][O:29][CH2:28][CH2:27]4)=[O:22])=[CH:18][N:17]=3)[C:14]=2[OH:15])[C:5]([CH3:25])=[CH:4][C:3]=1[C:1]#[N:2]. Procedure: The title compound was prepared in a manner similar to Example 112 using 6-(4-(4-cyano-5-fluoro-2-methylphenyl)-5-hydroxy-1H-pyrazol-1-yl)nicotinic acid and morpholine. 1H NMR (400 MHz, DMSO-d6) δ ppm 2.42 (s, 3H) 3.40-3.87 (m, 8H) 7.79 (d, J=7.07 Hz, 1H) 7.88 (d, J=10.86 Hz, 1H) 8.10 (dd, J=8.59, 2.02 Hz, 1H) 8.27 (br. s., 1H) 8.44 (br. s., 1H) 8.57 (dd, J=2.27, 0.76 Hz, 1H) 13.47 (br. s., 1H); ESI-MS m/z [M+H]+408.3.